From a dataset of the Open Reaction Database (ORD), a public repository of structured organic reaction records. describe an organic reaction: reactants, conditions, products, and yield Starting materials: Clc1cnc(Cl)cn1, CC(Nc1nccc(-n2cnc3cc([Sn](C)(C)C)ccc32)n1)c1ccccc1. Product: CC(Nc1nccc(-n2cnc3cc(-c4cnc(Cl)cn4)ccc32)n1)c1ccccc1. Reaction SMILES: [Cl:29][c:30]1[n:31][cH:32][c:33]([Cl:36])[n:34][cH:35]1.[c:1]1([CH:7]([CH3:8])[NH:9][c:10]2[n:11][cH:12][cH:13][c:14](-[n:16]3[cH:17][n:18][c:19]4[c:20]3[cH:21][cH:22][c:23]([Sn:25]([CH3:26])([CH3:27])[CH3:28])[cH:24]4)[n:15]2)[cH:2][cH:3][cH:4][cH:5][cH:6]1>>[c:1]1([CH:7]([CH3:8])[NH:9][c:10]2[n:11][cH:12][cH:13][c:14](-[n:16]3[cH:17][n:18][c:19]4[c:20]3[cH:21][cH:22][c:23](-[c:33]3[cH:32][n:31][c:30]([Cl:29])[cH:35][n:34]3)[cH:24]4)[n:15]2)[cH:2][cH:3][cH:4][cH:5][cH:6]1. Reactants: NC=1C=CC(=C(C1)C1=NC(=C(C(N1)=O)Br)C(C)C)OCCC (2-(5-Amino-2-n-propoxyphenyl)-5-bromo-6-isopropylpyrimid-4(3H)-one), O=C[C@@H](O)[C@@H](O)[C@H](O)[C@H](O)CO (mannose). Yields the product BrC=1C(NC(=NC1C(C)C)C1=C(C=CC(=C1)NC1OC(C(C1O)O)C(CO)O)OCCC)=O (5-Bromo-6-isopropyl-2-(2-n-propoxy-5-(tetrahydro-3,4-dihydroxy-5-(1,2-dihydroxyethyl)fur-2-ylamino)phenyl)pyrimid-4(3H)-one). As a reaction SMILES: [NH2:1][C:2]1[CH:3]=[CH:4][C:5]([O:19][CH2:20][CH2:21][CH3:22])=[C:6]([C:8]2[NH:13][C:12](=[O:14])[C:11]([Br:15])=[C:10]([CH:16]([CH3:18])[CH3:17])[N:9]=2)[CH:7]=1.[O:23]=[CH:24][C@H:25]([C@H:27]([C@@H:29]([C@@H:31]([CH2:33][OH:34])[OH:32])[OH:30])O)[OH:26]>>[Br:15][C:11]1[C:12](=[O:14])[NH:13][C:8]([C:6]2[CH:7]=[C:2]([NH:1][CH:33]3[CH:31]([OH:32])[CH:29]([OH:30])[CH:27]([CH:25]([OH:26])[CH2:24][OH:23])[O:34]3)[CH:3]=[CH:4][C:5]=2[O:19][CH2:20][CH2:21][CH3:22])=[N:9][C:10]=1[CH:16]([CH3:18])[CH3:17]. Procedure details: The title compound was prepared by reacting the compound of example 34 with mannose in the same manner as that of example 77. 1H NMR (DMSO-d6) δ: 7.47 (1H, d), 7.21 (1H, dd), 7.09 (1H, d), 4.75 (1H, d), 4.01 (2H, t), 3.78-3.37 (7H, m), 2.57 (2H, q), 2.46 (2H, q), 1.72 (2H, m), 1.18 (6H, d), 0.95 (3H, t). Starting materials: Cc1nccn1-c1ccc(Nc2nc3c(c(Cc4ccccc4)n2)CNCC3)cc1, C=O, CC(=O)O, CO. Product: Cc1nccn1-c1ccc(Nc2nc3c(c(Cc4ccccc4)n2)CN(C)CC3)cc1. RXN SMILES: [CH2:1]([c:2]1[cH:3][cH:4][cH:5][cH:6][cH:7]1)[c:8]1[c:9]2[c:10]([n:11][c:12]([NH:14][c:15]3[cH:16][cH:17][c:18](-[n:21]4[c:22]([CH3:26])[n:23][cH:24][cH:25]4)[cH:19][cH:20]3)[n:13]1)[CH2:27][CH2:28][NH:29][CH2:30]2.[CH2:35]=[O:36].[CH3:31][C:32](=[O:33])[OH:34].[CH3:37][OH:38]>>[CH2:1]([c:2]1[cH:3][cH:4][cH:5][cH:6][cH:7]1)[c:8]1[c:9]2[c:10]([n:11][c:12]([NH:14][c:15]3[cH:16][cH:17][c:18](-[n:21]4[c:22]([CH3:26])[n:23][cH:24][cH:25]4)[cH:19][cH:20]3)[n:13]1)[CH2:27][CH2:28][N:29]([CH3:31])[CH2:30]2.